This data is from the Open Reaction Database (ORD), a public repository of structured organic reaction records. The task is: describe an organic reaction: reactants, conditions, products, and yield Starting materials: [Br-], CCC[Mg+], CC1(C)OB(C(Cl)Cl)OC1(C)C, C1CCOC1. Product: CCCC(Cl)B1OC(C)(C)C(C)(C)O1. RXN SMILES: [Br-:13].[CH2:14]([CH2:15][CH3:16])[Mg+:17].[Cl:1][CH:2]([B:3]1[O:4][C:5]([CH3:10])([CH3:11])[C:6]([CH3:8])([CH3:9])[O:7]1)[Cl:12].[O:18]1[CH2:19][CH2:20][CH2:21][CH2:22]1>>[Cl:1][CH:2]([B:3]1[O:4][C:5]([CH3:10])([CH3:11])[C:6]([CH3:8])([CH3:9])[O:7]1)[CH2:14][CH2:15][CH3:16]. Starting materials: CCCCCCCCCCCC(=O)[O-], CC=C(C)C(=O)OC, CCCCCCCCCCCC(=O)[O-], CCCCCCCC[Sn+2]CCCCCCCC, Cc1ccccc1, CC(C)=CCO. Yields the product CC=C(C)C(=O)OCC=C(C)C. Reaction SMILES: [C:15]([O-:16])(=[O:17])[CH2:18][CH2:19][CH2:20][CH2:21][CH2:22][CH2:23][CH2:24][CH2:25][CH2:26][CH2:27][CH3:28].[C:1]([C:2]([CH3:3])=[CH:4][CH3:5])(=[O:6])[O:7][CH3:8].[C:46]([O-:47])(=[O:48])[CH2:49][CH2:50][CH2:51][CH2:52][CH2:53][CH2:54][CH2:55][CH2:56][CH2:57][CH2:58][CH3:59].[CH2:29]([Sn+2:30][CH2:31][CH2:32][CH2:33][CH2:34][CH2:35][CH2:36][CH2:37][CH3:38])[CH2:39][CH2:40][CH2:41][CH2:42][CH2:43][CH2:44][CH3:45].[CH3:60][c:61]1[cH:62][cH:63][cH:64][cH:65][cH:66]1.[CH3:9][C:10](=[CH:11][CH2:12][OH:13])[CH3:14]>>[C:1]([C:2]([CH3:3])=[CH:4][CH3:5])(=[O:6])[O:7][CH2:8][CH:9]=[C:10]([CH3:11])[CH3:14].